Dataset: the Open Reaction Database (ORD), a public repository of structured organic reaction records. Task: describe an organic reaction: reactants, conditions, products, and yield The reactants are [Li]C(C)(C)C (t-BuLi), C(CC(O)(C(=O)O)CC(=O)O)(=O)O (citric acid), C(C)(C)(C)OC(=O)NC=1C=CC(=NC1)Cl (5-(t-butoxycarbonylamino)-2-chloropyridine), C1(CC1)C#CC(C(F)(F)F)=O (4-cyclopropyl-1,1,1-trifluoro-3-butyn-2-one). The solvent is CCCCC (pentane), C1CCOC1 (THF). Reaction conditions: time 20 minute. The product is C(C)(C)(C)OC(=O)NC=1C(=CC(=NC1)Cl)C(C(F)(F)F)(C#CC1CC1)O (2-(5-(t-Butoxycarbonylamino)-2-chloropyrid-4-yl)-4-cyclopropyl-1,1,1-trifluoro-3-butyn-2-ol). RXN SMILES: [C:1]([O:5][C:6]([NH:8][C:9]1[CH:10]=[CH:11][C:12]([Cl:15])=[N:13][CH:14]=1)=[O:7])([CH3:4])([CH3:3])[CH3:2].[Li]C(C)(C)C.[CH:21]1([C:24]#[C:25][C:26](=[O:31])[C:27]([F:30])([F:29])[F:28])[CH2:23][CH2:22]1.C(O)(=O)CC(CC(O)=O)(C(O)=O)O>C1COCC1.CCCCC>[C:1]([O:5][C:6]([NH:8][C:9]1[C:10]([C:26]([OH:31])([C:25]#[C:24][CH:21]2[CH2:22][CH2:23]2)[C:27]([F:28])([F:29])[F:30])=[CH:11][C:12]([Cl:15])=[N:13][CH:14]=1)=[O:7])([CH3:4])([CH3:2])[CH3:3]. Procedure details: To a stirred, cooled (−50° C.) solution of 643 mg(2.8 mmol) of 5-(t-butoxycarbonylamino)-2-chloropyridine in 8 mL of anhydrous THF was added 4.7 mL(7.9 mmol) of t-BuLi in pentane over 3 min. The solution was stirred an additional 35 min. at −50° C. after which time 1 mL(large excess) of 4-cyclopropyl-1,1,1-trifluoro-3-butyn-2-one. The solution was stirred an additional 20 min., warming to ambient temperature. The reaction was poured into 10% aq. citric acid, and the mixture was extracted with 1:... Reactants: CN(C)C=O, O=C(c1ccc(F)cc1)C1CCN(CCCO)CC1, CCOC(=O)N=NC(=O)OCC, c1ccc(P(c2ccccc2)c2ccccc2)cc1, O=c1nc2n(c(=O)[nH]1)CCCC2. The product is O=C(c1ccc(F)cc1)C1CCN(CCCn2c(=O)nc3n(c2=O)CCCC3)CC1. As a reaction SMILES: [CH3:63][N:64]([CH3:65])[CH:66]=[O:67].[F:13][c:14]1[cH:15][cH:16][c:17]([C:18](=[O:19])[CH:20]2[CH2:21][CH2:22][N:23]([CH2:26][CH2:27][CH2:28][OH:29])[CH2:24][CH2:25]2)[cH:30][cH:31]1.[O:51]=[C:52]([O:53][CH2:54][CH3:55])[N:56]=[N:57][C:58]([O:59][CH2:60][CH3:61])=[O:62].[c:32]1([P:33]([c:34]2[cH:35][cH:36][cH:37][cH:38][cH:39]2)[c:40]2[cH:41][cH:42][cH:43][cH:44][cH:45]2)[cH:46][cH:47][cH:48][cH:49][cH:50]1.[n:1]1[c:2]2[n:3]([c:4](=[O:8])[nH:5][c:6]1=[O:7])[CH2:9][CH2:10][CH2:11][CH2:12]2>>[n:1]1[c:2]2[n:3]([c:4](=[O:8])[n:5]([CH2:28][CH2:27][CH2:26][N:23]3[CH2:22][CH2:21][CH:20]([C:18]([c:17]4[cH:16][cH:15][c:14]([F:13])[cH:31][cH:30]4)=[O:19])[CH2:25][CH2:24]3)[c:6]1=[O:7])[CH2:9][CH2:10][CH2:11][CH2:12]2. The reactants are C12(CC3(CC(CC(C1)C3)C2)O)O (1,3-adamantane diol), [Na] (sodium), CCCCCCCC (n-octane), C(C=C)(=O)O (acrylic acid). Reagents/catalysts: S(O)(O)(=O)=O (sulfuric acid), COC1=CC=C(C=C1)O (p-methoxyphenol). The solvent is C1(=CC=CC=C1)C (toluene), O (water), O (water). Conditions: time 5 hour. The product is C(C=C)(=O)OC12CC3CC(CC(C1)C3)C2 (adamantyl acrylate). Yield: 79.2%. Reaction SMILES: [C:1]12([OH:12])[CH2:10][CH:5]3[CH2:6][CH:7]([CH2:9][C:3](O)([CH2:4]3)[CH2:2]1)[CH2:8]2.[Na].CCCCCCCC.[C:22](O)(=[O:25])[CH:23]=[CH2:24]>S(=O)(=O)(O)O.COC1C=CC(O)=CC=1.O.C1(C)C=CC=CC=1>[C:22]([O:12][C:1]12[CH2:2][CH:3]3[CH2:9][CH:7]([CH2:6][CH:5]([CH2:4]3)[CH2:10]1)[CH2:8]2)(=[O:25])[CH:23]=[CH2:24] |^1:12|. Reported procedure: Adamantyl acrylate is synthesized by the method described in JP-2001-106650-A. That is, 86.4 g (513 mmol) of 1,3-adamantane diol containing sodium in an amount of 0.05% by weight, 400 ml of toluene, 400 ml of n-octane, 108 g (1,500 mmol) of acrylic acid, 1.23 g of strong sulfuric acid, and 0.37 g p-methoxyphenol are placed in a separable flask equipped with a stirrer, a thermometer, a Dean-Stark water separator, a Dimroth condenser, an air introduction tube, and a separating valve provided on th... Run at time 2 hour. Reactants: Cl (hydrochloric acid), FC1=C(C=CC(=C1NC1=NC=CC=C1C1=C2N=CN(C2=NC=N1)C1OCCCC1)F)NS(=O)(=O)C=1OC=CC1 (N-(2,4-difluoro-3-(3-(9-(tetrahydro-2H-pyran-2-yl)-9H-purin-6-yl)pyridin-2-ylamino)phenyl)furan-2-sulfonamide), target compound. As a reaction SMILES: Cl.[F:2][C:3]1[C:8]([NH:9][C:10]2[C:15]([C:16]3[N:24]=[CH:23][N:22]=[C:21]4[C:17]=3[N:18]=[CH:19][N:20]4C3CCCCO3)=[CH:14][CH:13]=[CH:12][N:11]=2)=[C:7]([F:31])[CH:6]=[CH:5][C:4]=1[NH:32][S:33]([C:36]1[O:37][CH:38]=[CH:39][CH:40]=1)(=[O:35])=[O:34]>>[N:24]1[C:16]([C:15]2[C:10]([NH:9][C:8]3[C:3]([F:2])=[C:4]([NH:32][S:33]([C:36]4[O:37][CH:38]=[CH:39][CH:40]=4)(=[O:34])=[O:35])[CH:5]=[CH:6][C:7]=3[F:31])=[N:11][CH:12]=[CH:13][CH:14]=2)=[C:17]2[C:21]([NH:20][CH:19]=[N:18]2)=[N:22][CH:23]=1. Procedure: 1M aqueous hydrochloric acid solution was added into the N-(2,4-difluoro-3-(3-(9-(tetrahydro-2H-pyran-2-yl)-9H-purin-6-yl)pyridin-2-ylamino)phenyl)furan-2-sulfonamide (20 mg, 0.036 mmol) prepared at Step 10 and stirred for 2 hours. After the reaction, the reactant was washed with an aqueous solution of sodium hydrogen carbonate and salt water. After extraction with ethylacetate, the organic layer was dried with sulfuric anhydride magnesium and vacuum concentrated, and then refined by means of co... The yield is 88.0%. Yields the product N1=CN=C2NC=NC2=C1C=1C(=NC=CC1)NC=1C(=C(C=CC1F)NS(=O)(=O)C=1OC=CC1)F (N-(3-(3-(9H-purin-6-yl)pyridin-2-ylamino)-2,4-difluorophenyl)furan-2-sulfonamide). Reactants: O=C(O)CCCCCCCCCCCCCCC(=O)O, C(=NC1CCCCC1)=NC1CCCCC1, C1CCOC1, C1CCOC1, Cc1c(C)c(C)c2c(c1C)C(=O)N(O)C2=O. The product is Cc1c(C)c(C)c2c(c1C)C(=O)N(OC(=O)CCCCCCCCCCCCCCC(=O)O)C2=O. As a reaction SMILES: [C:1]([CH2:2][CH2:3][CH2:4][CH2:5][CH2:6][CH2:7][CH2:8][CH2:9][CH2:10][CH2:11][CH2:12][CH2:13][CH2:14][CH2:15][C:16](=[O:17])[OH:18])(=[O:19])[OH:20].[CH:42]1([N:43]=[C:44]=[N:45][CH:46]2[CH2:47][CH2:48][CH2:49][CH2:50][CH2:51]2)[CH2:52][CH2:53][CH2:54][CH2:55][CH2:56]1.[O:21]1[CH2:22][CH2:23][CH2:24][CH2:25]1.[O:57]1[CH2:58][CH2:59][CH2:60][CH2:61]1.[OH:26][N:27]1[C:28](=[O:41])[c:29]2[c:30]([c:33]([CH3:40])[c:34]([CH3:39])[c:35]([CH3:38])[c:36]2[CH3:37])[C:31]1=[O:32]>>[C:1]([CH2:2][CH2:3][CH2:4][CH2:5][CH2:6][CH2:7][CH2:8][CH2:9][CH2:10][CH2:11][CH2:12][CH2:13][CH2:14][CH2:15][C:16](=[O:17])[OH:18])(=[O:19])[O:20][N:27]1[C:28](=[O:41])[c:29]2[c:30]([c:33]([CH3:40])[c:34]([CH3:39])[c:35]([CH3:38])[c:36]2[CH3:37])[C:31]1=[O:32]. Solvent: O (water), O (water). Procedure: A mixture of 4-bromothiophenol (30 g), pentyl bromide (26.4 g), sodium hydroxide (6.67 g) and water (30 ml) was heated at 90° C. and stirred for 48 hrs. The mixture was then poured into water, extracted with petroleum spirit, dried and distilled (bp 96° C. at 0.11 mmHG). Yield 27.3 g. The product is C(CCCC)SC1=CC=C(C=C1)Br (4-n-pentylthiobromobenzene). Reaction conditions: temperature 90 celsius, time 48 hour. Starting materials: BrC1=CC=C(C=C1)S (4-bromothiophenol), C(CCCC)Br (pentyl bromide), [OH-].[Na+] (sodium hydroxide). Reaction SMILES: [Br:1][C:2]1[CH:7]=[CH:6][C:5]([SH:8])=[CH:4][CH:3]=1.[CH2:9](Br)[CH2:10][CH2:11][CH2:12][CH3:13].[OH-].[Na+]>O>[CH2:9]([S:8][C:5]1[CH:6]=[CH:7][C:2]([Br:1])=[CH:3][CH:4]=1)[CH2:10][CH2:11][CH2:12][CH3:13] |f:2.3|. Starting materials: C[S+](C)(C)=O, CS(C)=O, CON(C)C(=O)C=Cc1cccc(C(=O)Nc2ccc(C(C)C)c(C)c2)c1, [H-], [I-], [Na+]. Product: CON(C)C(=O)C1CC1c1cccc(C(=O)Nc2ccc(C(C)C)c(C)c2)c1. As a reaction SMILES: [CH3:2][S+:3]([CH3:4])([CH3:5])=[O:6].[CH3:36][S:37]([CH3:38])=[O:39].[CH:9]([CH3:10])([CH3:11])[c:12]1[c:13]([CH3:35])[cH:14][c:15]([NH:18][C:19]([c:20]2[cH:21][c:22]([CH:26]=[CH:27][C:28]([N:29]([CH3:30])[O:31][CH3:32])=[O:33])[cH:23][cH:24][cH:25]2)=[O:34])[cH:16][cH:17]1.[H-:7].[I-:1].[Na+:8]>>[CH2:2]1[CH:26]([c:22]2[cH:21][c:20]([C:19]([NH:18][c:15]3[cH:14][c:13]([CH3:35])[c:12]([CH:9]([CH3:10])[CH3:11])[cH:17][cH:16]3)=[O:34])[cH:25][cH:24][cH:23]2)[CH:27]1[C:28]([N:29]([CH3:30])[O:31][CH3:32])=[O:33].